This data is from the Open Reaction Database (ORD), a public repository of structured organic reaction records. The task is: describe an organic reaction: reactants, conditions, products, and yield Reactants: C1(CCC1)N1CCC2=C(CC1)C=C(C=C2)OC2CCNCC2 (3-cyclobutyl-7-(piperidin-4-yloxy)-2,3,4,5-tetrahydro-1H-benzo[d]azepine), C(C)(C)N=C=O (isopropyl isocyanate). The solvent is ClCCl (dichloromethane). The product is C(C)(C)NC(=O)N1CCC(CC1)OC1=CC2=C(CCN(CC2)C2CCC2)C=C1 (4-(3-Cyclobutyl-2,3,4,5-tetrahydro-1H-benzo[d]azepin-7-yloxy)-piperidine-1-carboxylic acid isopropylamide). Reaction SMILES: [CH:1]1([N:5]2[CH2:11][CH2:10][C:9]3[CH:12]=[C:13]([O:16][CH:17]4[CH2:22][CH2:21][NH:20][CH2:19][CH2:18]4)[CH:14]=[CH:15][C:8]=3[CH2:7][CH2:6]2)[CH2:4][CH2:3][CH2:2]1.[CH:23]([N:26]=[C:27]=[O:28])([CH3:25])[CH3:24]>ClCCl>[CH:23]([NH:26][C:27]([N:20]1[CH2:21][CH2:22][CH:17]([O:16][C:13]2[CH:14]=[CH:15][C:8]3[CH2:7][CH2:6][N:5]([CH:1]4[CH2:2][CH2:3][CH2:4]4)[CH2:11][CH2:10][C:9]=3[CH:12]=2)[CH2:18][CH2:19]1)=[O:28])([CH3:25])[CH3:24]. Procedure details: A solution of 3-cyclobutyl-7-(piperidin-4-yloxy)-2,3,4,5-tetrahydro-1H-benzo[d]azepine (E6) (150 mg, 0.5 mmol) and isopropyl isocyanate (60 μL, 0.6 mmol) in dichloromethane (5 ml) was stirred at room temperature for 16 hours. The solution was concentrated in vacuo and the residue was purified by column chromatography eluting with dichloromethane then a mixture of 0.880 ammonia:ethanol:dichloromethane (1:9:90) to afford the title product (E66). MS (ES+) m/e 386 [M+H]+.